This data is from the Open Reaction Database (ORD), a public repository of structured organic reaction records. The task is: describe an organic reaction: reactants, conditions, products, and yield The reactants are C(C)OCC (diethyl ether), C(CCC)[Li] (Butyllithium), CCCCCC (hexane), C1(=C(C(=CC(=C1)C)C)N=CC=NC1=C(C=C(C=C1C)C)C)C (N,N′-dimesitylethanediimine). Run in O (water), C1CCOC1 (THF). Reaction conditions: temperature -78 celsius. The product is C1(=C(C(=CC(=C1)C)C)NC(CCCC)C(CCCC)NC1=C(C=C(C=C1C)C)C)C (N,N′-dimesityldecane-5,6-diamine). The yield is 65.0%. As a reaction SMILES: [C:1]1([CH3:22])[CH:6]=[C:5]([CH3:7])[CH:4]=[C:3]([CH3:8])[C:2]=1[N:9]=[CH:10][CH:11]=[N:12][C:13]1[C:18]([CH3:19])=[CH:17][C:16]([CH3:20])=[CH:15][C:14]=1[CH3:21].[CH2:23]([Li])[CH2:24][CH2:25][CH3:26].[CH3:28][CH2:29][CH2:30][CH2:31]CC.C(OCC)C>C1COCC1.O>[C:1]1([CH3:22])[CH:6]=[C:5]([CH3:7])[CH:4]=[C:3]([CH3:8])[C:2]=1[NH:9][CH:10]([CH:11]([NH:12][C:13]1[C:14]([CH3:21])=[CH:15][C:16]([CH3:20])=[CH:17][C:18]=1[CH3:19])[CH2:28][CH2:29][CH2:30][CH3:31])[CH2:23][CH2:24][CH2:25][CH3:26]. Procedure details: In a 150 ml Schlenk vessel, N,N′-dimesitylethanediimine (2.92 g; 10 mmol) was dissolved in 30 ml of THF under nitrogen as protective gas and the solution was cooled to −78° C. 1.6 M Butyllithium in hexane (13.8 ml; 22 mmol) was then slowly added to the resulting suspension at −78 ° C. The reaction mixture was warmed to −10° C. over a period of one hour and was stirred at this temperature for a further hour. The solvent was then taken off and 15 ml of diethyl ether and 10 ml of water were then ad... Reactants: BrBr (bromine), CN1C(=NC(C=C1)=O)SCCCCCCCC(=O)C1=CC=C(C=C1)Cl (1-methyl-2-(8-(4-chlorophenyl)-8-oxooct-1-yl)thiopyrimidin-4-one), CN1C(=S)NC(=O)C=C1 (1-methyl-2-thiouracil). Solvent: ClCCl (dichloromethane), ClCCl (dichloromethane). Reaction conditions: time 24 hour. Yields the product CN1C(=NC(C=C1)=O)SCCCCCCCC(=O)C1=CC=C(C=C1)Cl (1-Methyl-2-(8-(4-chlorophenyl)-8-oxooct-1-yl)thiopyrimidin-4-one), CN1C(=NC(C(=C1)Br)=O)SCCCCCCCC(=O)C1=CC=C(C=C1)Cl (1-methyl-2-(8-(4-chlorophenyl)-8-oxooct-1-yl)thio-5-bromopyrimidin-4-one). As a reaction SMILES: CN1C=CC(=O)NC1=S.[Br:10]Br.[CH3:12][N:13]1[CH:18]=[CH:17][C:16](=[O:19])[N:15]=[C:14]1[S:20][CH2:21][CH2:22][CH2:23][CH2:24][CH2:25][CH2:26][CH2:27][C:28]([C:30]1[CH:35]=[CH:34][C:33]([Cl:36])=[CH:32][CH:31]=1)=[O:29]>ClCCl>[CH3:12][N:13]1[CH:18]=[CH:17][C:16](=[O:19])[N:15]=[C:14]1[S:20][CH2:21][CH2:22][CH2:23][CH2:24][CH2:25][CH2:26][CH2:27][C:28]([C:30]1[CH:31]=[CH:32][C:33]([Cl:36])=[CH:34][CH:35]=1)=[O:29].[CH3:12][N:13]1[CH:18]=[C:17]([Br:10])[C:16](=[O:19])[N:15]=[C:14]1[S:20][CH2:21][CH2:22][CH2:23][CH2:24][CH2:25][CH2:26][CH2:27][C:28]([C:30]1[CH:31]=[CH:32][C:33]([Cl:36])=[CH:34][CH:35]=1)=[O:29]. Procedure: 1-Methyl-2-(8-(4-chlorophenyl)-8-oxooct-1-yl)thiopyrimidin-4-one was prepared from 1-methyl-2-thiouracil by general method A4. A solution of bromine (0.05 ml) in dichloromethane (1 ml) was added to a slurry of 1-methyl-2-(8-(4-chlorophenyl)-8-oxooct-1-yl)thiopyrimidin-4-one (0.38 g) in dichloromethane (20 ml), and the mixture was stirred for 24 hours. The solution was washed with aqueous sodium carbonate, dried and evaporated. Chromatography (silica, 1-4% methanol in dichloromethane) gave 1-meth...